Dataset: the Open Reaction Database (ORD), a public repository of structured organic reaction records. Task: describe an organic reaction: reactants, conditions, products, and yield The reactants are CN1CCC(O)CC1, COC(=O)c1sc(-n2cnc3cc(OC(F)(F)F)ccc32)cc1OC(C)c1cccc(O)c1Cl, ClCCl, CC(C)(C)OC(=O)N=NC(=O)OC(C)(C)C, c1ccc(P(c2ccccc2)c2ccccc2)cc1. The product is COC(=O)c1sc(-n2cnc3cc(OC(F)(F)F)ccc32)cc1OC(C)c1cccc(OC2CCN(C)CC2)c1Cl. As a reaction SMILES: [CH3:35][N:36]1[CH2:37][CH2:38][CH:39]([OH:42])[CH2:40][CH2:41]1.[Cl:1][c:2]1[c:3]([CH:9]([CH3:10])[O:11][c:12]2[c:13]([C:31](=[O:32])[O:33][CH3:34])[s:14][c:15](-[n:17]3[cH:18][n:19][c:20]4[c:21]3[cH:22][cH:23][c:24]([O:26][C:27]([F:28])([F:29])[F:30])[cH:25]4)[cH:16]2)[cH:4][cH:5][cH:6][c:7]1[OH:8].[Cl:78][CH2:79][Cl:80].[N:62]([C:63]([O:64][C:65]([CH3:66])([CH3:67])[CH3:68])=[O:69])=[N:70][C:71]([O:72][C:73]([CH3:74])([CH3:75])[CH3:76])=[O:77].[c:43]1([P:44]([c:45]2[cH:46][cH:47][cH:48][cH:49][cH:50]2)[c:51]2[cH:52][cH:53][cH:54][cH:55][cH:56]2)[cH:57][cH:58][cH:59][cH:60][cH:61]1>>[Cl:1][c:2]1[c:3]([CH:9]([CH3:10])[O:11][c:12]2[c:13]([C:31](=[O:32])[O:33][CH3:34])[s:14][c:15](-[n:17]3[cH:18][n:19][c:20]4[c:21]3[cH:22][cH:23][c:24]([O:26][C:27]([F:28])([F:29])[F:30])[cH:25]4)[cH:16]2)[cH:4][cH:5][cH:6][c:7]1[O:8][CH:39]1[CH2:38][CH2:37][N:36]([CH3:35])[CH2:41][CH2:40]1.